describe an organic reaction: reactants, conditions, products, and yield From a dataset of the Open Reaction Database (ORD), a public repository of structured organic reaction records. Starting materials: [BH4-], Cc1cc2c(cn1)cc(-c1cc(Nc3noc(C4(C(=O)[O-])CC4)n3)ccc1C)c(=O)n2C, CO, [Cl-], [NH4+], [Na+]. The product is Cc1cc2c(cn1)cc(-c1cc(Nc3noc(C4(CO)CC4)n3)ccc1C)c(=O)n2C. As a reaction SMILES: [BH4-:33].[CH3:1][n:2]1[c:3](=[O:32])[c:4](-[c:13]2[cH:14][c:15]([NH:20][c:21]3[n:22][o:23][c:24]([C:26]4([C:29](=[O:30])[O-:31])[CH2:27][CH2:28]4)[n:25]3)[cH:16][cH:17][c:18]2[CH3:19])[cH:5][c:6]2[cH:7][n:8][c:9]([CH3:12])[cH:10][c:11]12.[CH3:37][OH:38].[Cl-:35].[NH4+:36].[Na+:34]>>[CH3:1][n:2]1[c:3](=[O:32])[c:4](-[c:13]2[cH:14][c:15]([NH:20][c:21]3[n:22][o:23][c:24]([C:26]4([CH2:29][OH:30])[CH2:27][CH2:28]4)[n:25]3)[cH:16][cH:17][c:18]2[CH3:19])[cH:5][c:6]2[cH:7][n:8][c:9]([CH3:12])[cH:10][c:11]12. As a reaction SMILES: [CH2:32]1[CH2:33][O:34][CH2:35][CH2:36][NH:37]1.[CH3:38][S:39]([CH3:40])=[O:41].[CH3:42][CH2:43][O:44][C:45]([CH3:46])=[O:47].[Cl:1][c:2]1[c:3](-[c:9]2[c:10]([C:30]#[N:31])[c:11]([O:25][CH2:26][CH:27]([CH3:28])[CH3:29])[c:12]3[n:13]([cH:14]2)[c:15](-[c:18]2[cH:19][c:20]([F:24])[n:21][cH:22][cH:23]2)[cH:16][n:17]3)[cH:4][cH:5][c:6]([Cl:8])[cH:7]1>>[Cl:1][c:2]1[c:3](-[c:9]2[c:10]([C:30]#[N:31])[c:11]([O:25][CH2:26][CH:27]([CH3:28])[CH3:29])[c:12]3[n:13]([cH:14]2)[c:15](-[c:18]2[cH:19][c:20]([N:37]4[CH2:32][CH2:33][O:34][CH2:35][CH2:36]4)[n:21][cH:22][cH:23]2)[cH:16][n:17]3)[cH:4][cH:5][c:6]([Cl:8])[cH:7]1. The reactants are C1COCCN1, CS(C)=O, CCOC(C)=O, CC(C)COc1c(C#N)c(-c2ccc(Cl)cc2Cl)cn2c(-c3ccnc(F)c3)cnc12. Yields the product CC(C)COc1c(C#N)c(-c2ccc(Cl)cc2Cl)cn2c(-c3ccnc(N4CCOCC4)c3)cnc12.